Task: describe an organic reaction: reactants, conditions, products, and yield. Dataset: the Open Reaction Database (ORD), a public repository of structured organic reaction records Starting materials: B(Br)(Br)Br (BBr3), CC1(CC(=CC=C1)OC)C1CCCCC(N1)=O (7-(1-methyl-3-methoxyphenyl)-azepan-2-one). The solvent is C(Cl)(Cl)Cl (CHCl3). Conditions: time 1 hour. Yields the product CC1(CC(=CC=C1)O)C1CCCCC(N1)=O (7-(1-methyl-3-hydroxyphenyl)-azepan-2-one). Reaction SMILES: B(Br)(Br)Br.[CH3:5][C:6]1([CH:14]2[NH:20][C:19](=[O:21])[CH2:18][CH2:17][CH2:16][CH2:15]2)[CH:11]=[CH:10][CH:9]=[C:8]([O:12]C)[CH2:7]1>C(Cl)(Cl)Cl>[CH3:5][C:6]1([CH:14]2[NH:20][C:19](=[O:21])[CH2:18][CH2:17][CH2:16][CH2:15]2)[CH:11]=[CH:10][CH:9]=[C:8]([OH:12])[CH2:7]1. Reported procedure: BBr3 (1M in CH2Cl2) (1 mL, 1 mmol) was added dropwise to a solution of 7-(1-methyl-3-methoxyphenyl)-azepan-2-one, as described in Step D above, (0.06 g, 0.26 mmol) in CHCl3 (1 mL) at 0° C. with stirring. The ice bath was removed and stirring was continued for 1 h. The reaction mixture was partitioned between EtOAc (100 mL)—H2O (100 mL), the organic layer separated, washed with H2O, dried (MgSO4), filtered and concentrated to give the title compound after SiO2 chromatography (CHCl3:MeOH, 10:1). Starting materials: Cc1nc(N)c2nc(C)n(CCOCCN)c2c1C, O=C=NC1CC1c1ccccc1. Yields the product Cc1nc(N)c2nc(C)n(CCOCCNC(=O)NC3CC3c3ccccc3)c2c1C. RXN SMILES: [NH2:13][CH2:14][CH2:15][O:16][CH2:17][CH2:18][n:19]1[c:20]([CH3:31])[n:21][c:22]2[c:23]([NH2:30])[n:24][c:25]([CH3:29])[c:26]([CH3:28])[c:27]12.[c:1]1([CH:7]2[CH:8]([N:10]=[C:11]=[O:12])[CH2:9]2)[cH:2][cH:3][cH:4][cH:5][cH:6]1>>[c:1]1([CH:7]2[CH:8]([NH:10][C:11](=[O:12])[NH:13][CH2:14][CH2:15][O:16][CH2:17][CH2:18][n:19]3[c:20]([CH3:31])[n:21][c:22]4[c:23]([NH2:30])[n:24][c:25]([CH3:29])[c:26]([CH3:28])[c:27]34)[CH2:9]2)[cH:2][cH:3][cH:4][cH:5][cH:6]1. Starting materials: FC=1C=CC(=C(C#N)C1)OC=1C=C2C=NNC2=CC1 (5-fluoro-2-(1H-indazol-5-yloxy)-benzonitrile), [H-].[Na+] (NaH), CC1(OC1)C (2,2-Dimethyloxirane). Solvent: CCOCC (ether), CN(C)C=O (DMF). Reaction conditions: temperature 80 celsius, time 5 minute. Product: FC=1C=CC(=C(C#N)C1)OC=1C=C2C=NN(C2=CC1)CC(C)(C)O (5-Fluoro-2-[1-(2-hydroxy-2-methylpropyl)-1H-indazol-5-yloxy]-benzonitrile). Yield: 54.5%. Reaction SMILES: [F:1][C:2]1[CH:3]=[CH:4][C:5]([O:10][C:11]2[CH:12]=[C:13]3[C:17](=[CH:18][CH:19]=2)[NH:16][N:15]=[CH:14]3)=[C:6]([CH:9]=1)[C:7]#[N:8].[H-].[Na+].[CH3:22][C:23]1([CH3:26])[CH2:25][O:24]1>CN(C=O)C.CCOCC>[F:1][C:2]1[CH:3]=[CH:4][C:5]([O:10][C:11]2[CH:12]=[C:13]3[C:17](=[CH:18][CH:19]=2)[N:16]([CH2:22][C:23]([OH:24])([CH3:26])[CH3:25])[N:15]=[CH:14]3)=[C:6]([CH:9]=1)[C:7]#[N:8] |f:1.2|. Reported procedure: A solution of 5-fluoro-2-(1H-indazol-5-yloxy)-benzonitrile (0.100 g, 0.395 mmol) in DMF (4 mL) was treated with NaH (0.022 g, 60%, 056 mmol) and stirred for 5 minutes. 2,2-Dimethyloxirane (0.035 g, 0.48 mmol) was added and the solution was stirred at room temperature for 1 hour. The reaction mixture was then heated to 80° C. for 1.5 hours. The solution was cooled to room temperature, diluted with ether (50 mL), washed with water (3×5 mL), brine, dried over MgSO4, and concentrated under reduced p... The reactants are CCCCOc1ccc(C2CCC(CO)CC2)c(F)c1F, C1CCOC1, CCOC(=O)N=NC(=O)OCC, O, Sc1nnnn1-c1ccccc1, c1ccc(P(c2ccccc2)c2ccccc2)cc1. Yields the product CCCCOc1ccc(C2CCC(CSc3nnnn3-c3ccccc3)CC2)c(F)c1F. RXN SMILES: [CH2:1]([CH2:2][CH2:3][CH3:4])[O:5][c:6]1[c:7]([F:21])[c:8]([F:20])[c:9]([CH:12]2[CH2:13][CH2:14][CH:15]([CH2:18][OH:19])[CH2:16][CH2:17]2)[cH:10][cH:11]1.[CH2:66]1[O:67][CH2:68][CH2:69][CH2:70]1.[O:53]=[C:54]([O:55][CH2:56][CH3:57])[N:58]=[N:59][C:60]([O:61][CH2:62][CH3:63])=[O:64].[OH2:65].[c:22]1(-[n:28]2[n:29][n:30][n:31][c:32]2[SH:33])[cH:23][cH:24][cH:25][cH:26][cH:27]1.[c:34]1([P:35]([c:36]2[cH:37][cH:38][cH:39][cH:40][cH:41]2)[c:42]2[cH:43][cH:44][cH:45][cH:46][cH:47]2)[cH:48][cH:49][cH:50][cH:51][cH:52]1>>[CH2:1]([CH2:2][CH2:3][CH3:4])[O:5][c:6]1[c:7]([F:21])[c:8]([F:20])[c:9]([CH:12]2[CH2:13][CH2:14][CH:15]([CH2:18][S:33][c:32]3[n:28](-[c:22]4[cH:23][cH:24][cH:25][cH:26][cH:27]4)[n:29][n:30][n:31]3)[CH2:16][CH2:17]2)[cH:10][cH:11]1. Reactants: [OH-].[Na+] (sodium hydroxide), 53, NC1=C(C=C(C=2C(C3=CC=CC=C3C(C12)=O)=O)C1=C(C(=C(C(=C1C)S(=O)(=O)O)C)N)C)S(=O)(=O)O (1-amino-4-(3-amino-2,4,6-trimethyl-5-sulfophenyl)anthraquinone-2-sulfonic acid), C(CN)N (ethylenediamine), N1=C(Cl)N=C(Cl)N=C1Cl (cyanuric chloride), P(=O)(O)([O-])[O-].[Na+].[Na+] (disodium hydrogen phosphate). Run in O (water), O (water), O (water). Conditions: temperature 40 celsius. Product: NC1=C(C=C(C=2C(C3=CC=CC=C3C(C12)=O)=O)C1=C(C(=C(C(=C1C)S(=O)(=O)O)C)N(C1=NC(=NC=N1)Cl)NCCN)C)S(=O)(=O)O (1-amino-4-{3-[(2-aminoethylamino)-6-chloro- 1,3,5-triazin-2-ylamino]-2,4,6-trimethyl-5-sulfophenyl}anthraquinone-2-sulfonic acid). RXN SMILES: [N:1]1[C:8](Cl)=[N:7][C:5]([Cl:6])=[N:4][C:2]=1Cl.P([O-])([O-])(O)=O.[Na+].[Na+].[NH2:17][C:18]1[C:31]2[C:30](=[O:32])[C:29]3[C:24](=[CH:25][CH:26]=[CH:27][CH:28]=3)[C:23](=[O:33])[C:22]=2[C:21]([C:34]2[C:39]([CH3:40])=[C:38]([S:41]([OH:44])(=[O:43])=[O:42])[C:37]([CH3:45])=[C:36]([NH2:46])[C:35]=2[CH3:47])=[CH:20][C:19]=1[S:48]([OH:51])(=[O:50])=[O:49].[OH-].[Na+].[CH2:54]([NH2:57])[CH2:55][NH2:56]>O>[NH2:17][C:18]1[C:31]2[C:30](=[O:32])[C:29]3[C:24](=[CH:25][CH:26]=[CH:27][CH:28]=3)[C:23](=[O:33])[C:22]=2[C:21]([C:34]2[C:39]([CH3:40])=[C:38]([S:41]([OH:44])(=[O:43])=[O:42])[C:37]([CH3:45])=[C:36]([N:46]([NH:56][CH2:55][CH2:54][NH2:57])[C:8]3[N:1]=[CH:2][N:4]=[C:5]([Cl:6])[N:7]=3)[C:35]=2[CH3:47])=[CH:20][C:19]=1[S:48]([OH:51])(=[O:50])=[O:49] |f:1.2.3,5.6|. Procedure: 19 parts of cyanuric chloride are stirred vigorously into 50 parts of water, with addition of a wetting agent and 5 parts of disodium hydrogen phosphate, at a temperature of 0° C. A neutral solution of 53 parts of 1-amino-4-(3-amino-2,4,6-trimethyl-5-sulfophenyl)anthraquinone-2-sulfonic acid in 450 parts of water is added dropwise; during this procedure, the pH is kept at a value of 4.5 by addition of sodium hydroxide solution. When the reaction has ended, 6 parts of ethylenediamine in 54 parts ... Reactants: M-PFBz, OC=1C=C(C=C(C1)O)C(C)=O (3',5'-dihydroxyacetophenone), FC1=C(C(=C(C(=C1CBr)F)F)F)F (pentafluorobenzyl bromide), M-PFBz. Product: FC1=C(C(=C(C(=C1COC=1C=C(C=C(C1)OCC1=C(C(=C(C(=C1F)F)F)F)F)C(C)=O)F)F)F)F (3',5'-Di[(pentafluorobenzyl)oxy]acetophenone). The yield is 98.0%. RXN SMILES: [OH:1][C:2]1[CH:3]=[C:4]([C:9](=[O:11])[CH3:10])[CH:5]=[C:6]([OH:8])[CH:7]=1.[F:12][C:13]1[C:18]([CH2:19]Br)=[C:17]([F:21])[C:16]([F:22])=[C:15]([F:23])[C:14]=1[F:24]>>[F:12][C:13]1[C:18]([CH2:19][O:1][C:2]2[CH:3]=[C:4]([C:9](=[O:11])[CH3:10])[CH:5]=[C:6]([O:8][CH2:19][C:18]3[C:17]([F:21])=[C:16]([F:22])[C:15]([F:23])=[C:14]([F:24])[C:13]=3[F:12])[CH:7]=2)=[C:17]([F:21])[C:16]([F:22])=[C:15]([F:23])[C:14]=1[F:24]. Procedure details: Synthesized by 1:2 ratio of 3',5'-dihydroxyacetophenone to pentafluorobenzyl bromide. Yield: 98%. m.p. 102°-103° C. 1H NMR, δ: 2.60 (s, 3H, CH3CO), 5.22 (s, 4H, CH2O), 6.83 (bs, 1H, H-C4'), 7.24 (d, 2H, J=1.8 Hz, H-C2' & H-C6') ppm; 13C NMR, δ: 26.0 (CH3CO), 57.4 (CH2O), 106.4 (C4'), 107.4 (C2' & C6'), 109.7 (C1", 2JC-F =17 Hz) 137.4 (C2" & C6", JC-F =249 Hz), 139.2 (C1'), 141.7 (C4", JC-F =256 Hz), 145.7 (C3" & C5", JC-F =251 Hz), 159.2 (C3' & C5'), 196.7 (C=O) ppm. MS (EI): 331 ([M-PFBz]+); MS...